The task is: describe an organic reaction: reactants, conditions, products, and yield. This data is from the Open Reaction Database (ORD), a public repository of structured organic reaction records. Starting materials: CC(CCCOC1=CC(=NC(=C1)C(=O)OCC)C(=O)OCC)(C)SSC (diethyl 4-(4-methyl-4-(methyldisulfanyl)pentyloxy)pyridine-2,6-dicarboxylate), [Cl-].[Ca+2].[Cl-] (calcium chloride), [BH4-].[Na+] (sodium borohydride). Solvent: C(C)O (ethanol). Conditions: time 90 minute. Product: CC(CCCOC1=CC(=NC(=C1)CO)CO)(C)SSC ((4-(4-methyl-4-(methyldisulfanyl)pentyloxy)pyridine-2,6-diyl)dimethanol). The yield is 35.2%. As a reaction SMILES: [CH3:1][C:2]([S:24][S:25][CH3:26])([CH3:23])[CH2:3][CH2:4][CH2:5][O:6][C:7]1[CH:12]=[C:11]([C:13](OCC)=[O:14])[N:10]=[C:9]([C:18](OCC)=[O:19])[CH:8]=1.[Cl-].[Ca+2].[Cl-].[BH4-].[Na+]>C(O)C>[CH3:23][C:2]([S:24][S:25][CH3:26])([CH3:1])[CH2:3][CH2:4][CH2:5][O:6][C:7]1[CH:8]=[C:9]([CH2:18][OH:19])[N:10]=[C:11]([CH2:13][OH:14])[CH:12]=1 |f:1.2.3,4.5|. Procedure: To a stirred solution of diethyl 4-(4-methyl-4-(methyldisulfanyl)pentyloxy)pyridine-2,6-dicarboxylate (5d) (270 mg, 0.672 mmol) in absolute ethanol (7.0 mL) was added calcium chloride (224 mg, 2.017 mmol) and sodium borohydride (76 mg, 2.017 mmol). The reaction was allowed to stir at ambient temperature for 90 minutes after which it was quenched with water and concentrated in vacuo to remove the ethanol. The mixture was then extracted twice with dichloromethane. The organic extracts were combine... Starting materials: NC1=N[C@](COC1)(C(F)F)C=1C=C(C=CC1F)NC(=O)C1=NC=C(C=C1C)C#N (5-cyano-3-methyl-pyridine-2-carboxylic acid [3-((R)-5-amino-3-difluoromethyl-3,6-dihydro-2H-[1,4]oxazin-3-yl)-4-fluoro-phenyl]-amide), C(C)#N (acetonitrile), Cl (HCl). Run in O (water). Run at temperature 85 celsius. Product: O.Cl.NC1=N[C@](COC1)(C(F)F)C=1C=C(C=CC1F)NC(=O)C1=NC=C(C=C1C)C#N (5-cyano-3-methyl-pyridine-2-carboxylic acid [3-((R)-5-amino-3-difluoromethyl-3,6-dihydro-2H-[1,4]oxazin-3-yl)-4-fluoro-phenyl]-amide hydrochloride hydrate). Isolated yield 142.1%. As a reaction SMILES: [NH2:1][C:2]1[CH2:7][O:6][CH2:5][C@:4]([C:11]2[CH:12]=[C:13]([NH:18][C:19]([C:21]3[C:26]([CH3:27])=[CH:25][C:24]([C:28]#[N:29])=[CH:23][N:22]=3)=[O:20])[CH:14]=[CH:15][C:16]=2[F:17])([CH:8]([F:10])[F:9])[N:3]=1.C(#N)C.[ClH:33]>O>[OH2:6].[ClH:33].[NH2:1][C:2]1[CH2:7][O:6][CH2:5][C@:4]([C:11]2[CH:12]=[C:13]([NH:18][C:19]([C:21]3[C:26]([CH3:27])=[CH:25][C:24]([C:28]#[N:29])=[CH:23][N:22]=3)=[O:20])[CH:14]=[CH:15][C:16]=2[F:17])([CH:8]([F:10])[F:9])[N:3]=1 |f:4.5.6|. Reported procedure: 2.3 g of 5-cyano-3-methyl-pyridine-2-carboxylic acid [3-((R)-5-amino-3-difluoromethyl-3,6-dihydro-2H-[1,4]oxazin-3-yl)-4-fluoro-phenyl]-amide (5.702 mml) was put in a 4neck flask. In an Erlenmeyer flask 92 ml acetonitrile and 4.6 ml water were added. The mixture was shaken for a few seconds and 561.6 mg of HCl 37% (5.702 mmol) were added. The solution was shaken again for a few seconds and then it was added to the 4neck flask in portions. The mixture was stirred with a paddle and it was heated i...